This data is from the Open Reaction Database (ORD), a public repository of structured organic reaction records. The task is: describe an organic reaction: reactants, conditions, products, and yield Starting materials: CC(C)(C)OC(=O)NC(CO)C(=O)O, Cl, [H-], C=CCOC(=O)c1cccc(CI)c1, [Na+], CN(C)C=O, O. Product: C=CCOC(=O)c1cccc(COCC(NC(=O)OC(C)(C)C)C(=O)O)c1. RXN SMILES: [C:3]([CH3:4])([CH3:5])([CH3:6])[O:7][C:8](=[O:9])[NH:10][CH:11]([CH2:12][OH:13])[C:14](=[O:15])[OH:16].[ClH:31].[H-:1].[I:17][CH2:18][c:19]1[cH:20][c:21]([C:22](=[O:23])[O:24][CH2:25][CH:26]=[CH2:27])[cH:28][cH:29][cH:30]1.[Na+:2].[O:32]=[CH:33][N:34]([CH3:35])[CH3:36].[OH2:37]>>[C:3]([CH3:4])([CH3:5])([CH3:6])[O:7][C:8](=[O:9])[NH:10][CH:11]([CH2:12][O:13][CH2:18][c:19]1[cH:20][c:21]([C:22](=[O:23])[O:24][CH2:25][CH:26]=[CH2:27])[cH:28][cH:29][cH:30]1)[C:14](=[O:15])[OH:16]. Reactants: COc1ccc(CNC2CCN(C(=O)OC(C)(C)C)CC2)cc1OC, COc1ccc(CC(=O)Cl)cc1, CCN(C(C)C)C(C)C, ClCCl, O. Yields the product COc1ccc(CC(=O)N(Cc2ccc(OC)c(OC)c2)C2CCN(C(=O)OC(C)(C)C)CC2)cc1. As a reaction SMILES: [CH3:1][O:2][c:3]1[cH:4][c:5]([CH2:11][NH:12][CH:13]2[CH2:14][CH2:15][N:16]([C:19](=[O:20])[O:21][C:22]([CH3:23])([CH3:24])[CH3:25])[CH2:17][CH2:18]2)[cH:6][cH:7][c:8]1[O:9][CH3:10].[CH3:35][O:36][c:37]1[cH:38][cH:39][c:40]([CH2:43][C:44](=[O:45])[Cl:46])[cH:41][cH:42]1.[CH:26]([N:27]([CH:28]([CH3:29])[CH3:30])[CH2:31][CH3:32])([CH3:33])[CH3:34].[Cl:48][CH2:49][Cl:50].[OH2:47]>>[CH3:1][O:2][c:3]1[cH:4][c:5]([CH2:11][N:12]([CH:13]2[CH2:14][CH2:15][N:16]([C:19](=[O:20])[O:21][C:22]([CH3:23])([CH3:24])[CH3:25])[CH2:17][CH2:18]2)[C:44]([CH2:43][c:40]2[cH:39][cH:38][c:37]([O:36][CH3:35])[cH:42][cH:41]2)=[O:45])[cH:6][cH:7][c:8]1[O:9][CH3:10]. Starting materials: OCCNCCNCCO (N,N′-bis(2-hydroxyethyl)ethylenediamine), O(C(=O)OC(C)(C)C)C(=O)OC(C)(C)C ((BOC)2O). The solvent is CO (methanol). The product is C(=O)(OC(C)(C)C)N(CCN(CCO)C(=O)OC(C)(C)C)CCO (N,N′-Di-BOC-N,N′-bis(2-hydroxyethyl)ethylenediamine). As a reaction SMILES: [OH:1][CH2:2][CH2:3][NH:4][CH2:5][CH2:6][NH:7][CH2:8][CH2:9][OH:10].[O:11](C(OC(C)(C)C)=O)[C:12]([O:14][C:15]([CH3:18])([CH3:17])[CH3:16])=O>CO>[C:12]([N:4]([CH2:3][CH2:2][OH:1])[CH2:5][CH2:6][N:7]([C:12]([O:14][C:15]([CH3:18])([CH3:17])[CH3:16])=[O:11])[CH2:8][CH2:9][OH:10])([O:14][C:15]([CH3:18])([CH3:17])[CH3:16])=[O:11]. Procedure: The product was prepared by treating N,N′-bis(2-hydroxyethyl)ethylenediamine in methanol with (BOC)2O at room temperature. The reaction mixture was chilled to −15° C. to −20° C. to precipitate the product. After filtration, the precipitate was desiccated to yield the product. Starting materials: [OH-].[K+] (potassium hydroxide), ClC=1C=C(C=CC1)N1N=C(C=C1C1=C(C(=CC=C1)F)F)C(=O)OCC (Ethyl 1-(3-chlorophenyl)-5-(2,3-difluorophenyl)-1H-pyrazole-3-carboxylate), Cl (hydrogen chloride). Solvent: CO (methanol). Yields the product ClC=1C=C(C=CC1)N1N=C(C=C1C1=C(C(=CC=C1)F)F)C(=O)O (1-(3-Chlorophenyl)-5-(2,3-difluorophenyl)-1H-pyrazole-3-carboxylic acid). RXN SMILES: [Cl:1][C:2]1[CH:3]=[C:4]([N:8]2[C:12]([C:13]3[CH:18]=[CH:17][CH:16]=[C:15]([F:19])[C:14]=3[F:20])=[CH:11][C:10]([C:21]([O:23]CC)=[O:22])=[N:9]2)[CH:5]=[CH:6][CH:7]=1.[OH-].[K+].Cl>CO>[Cl:1][C:2]1[CH:3]=[C:4]([N:8]2[C:12]([C:13]3[CH:18]=[CH:17][CH:16]=[C:15]([F:19])[C:14]=3[F:20])=[CH:11][C:10]([C:21]([OH:23])=[O:22])=[N:9]2)[CH:5]=[CH:6][CH:7]=1 |f:1.2|. Procedure: 0.21 g (0.526 mmol) of the compound of Example 38A are provided in 3.5 ml of methanol and, at room temperature, 295 mg (5.26 mmol) of potassium hydroxide are added. The mixture is heated under reflux for 5 min, a 1N aqueous hydrogen chloride solution is subsequently added until the pH is 5, and the resulting precipitate is collected by suction filtration, washed with diethyl ether and dried under high vacuum. 145 mg (82% of theory) of the title compound are obtained. The reactants are CS(=O)(=O)c1ccc(CBr)cc1F, O=Cc1ccc(F)c(Cl)c1. The product is CS(=O)(=O)c1ccc(CBr)cc1Cl. Reaction SMILES: [Br:1][CH2:2][c:3]1[cH:4][c:5]([F:13])[c:6]([S:9](=[O:10])(=[O:11])[CH3:12])[cH:7][cH:8]1.[Cl:14][c:15]1[cH:16][c:17]([CH:22]=[O:23])[cH:18][cH:19][c:20]1[F:21]>>[Br:1][CH2:2][c:3]1[cH:4][c:5]([Cl:14])[c:6]([S:9](=[O:10])(=[O:11])[CH3:12])[cH:7][cH:8]1.